This data is from the Open Reaction Database (ORD), a public repository of structured organic reaction records. The task is: describe an organic reaction: reactants, conditions, products, and yield Starting materials: Cl (HCl), BrC=1C=C2CCN(C2=CC1)S(=O)(=O)C (5-bromo-1-(methylsulphonyl)indoline), C(C)OC(C(C)Cl)=O (ethyl-2-chloropropionate), C(=O)(C(F)(F)F)O (TFA). Reagents/catalysts: [Mn] (manganese), [Ni](Br)Br.N1=C(C=CC=C1)C1=NC=CC=C1 ((2,2′-bipyridine) nickel(II)-dibromide). Solvent: CN(C)C=O (DMF). Run at time 1.5 hour. Product: CS(=O)(=O)N1CCC2=CC(=CC=C12)C(C(=O)OCC)C (ethyl 2-(1-(methylsulphonyl)indolin-5-yl)propanoate). Yield: 14.0%. As a reaction SMILES: Br[C:2]1[CH:3]=[C:4]2[C:8](=[CH:9][CH:10]=1)[N:7]([S:11]([CH3:14])(=[O:13])=[O:12])[CH2:6][CH2:5]2.[CH2:15]([O:17][C:18](=[O:22])[CH:19](Cl)[CH3:20])[CH3:16].C(O)(C(F)(F)F)=O.Cl>CN(C=O)C.[Mn].[Ni](Br)Br.N1C=CC=CC=1C1C=CC=CN=1>[CH3:14][S:11]([N:7]1[C:8]2[C:4](=[CH:3][C:2]([CH:19]([CH3:20])[C:18]([O:17][CH2:15][CH3:16])=[O:22])=[CH:10][CH:9]=2)[CH2:5][CH2:6]1)(=[O:13])=[O:12] |f:6.7|. Procedure: 5-bromo-1-(methylsulphonyl)indoline (13.4 mmol, 3.7 g) and ethyl-2-chloropropionate (17.4 mmol, 2.38 g) were dissolved in DMF (7 ml) in a protective gas atmosphere at room temperature. Subsequently, manganese (26.8 mmol, 1.47 g), (2,2′-bipyridine) nickel(II)-dibromide (0.938 mmol, 0.351 g) and TFA (0.348 mmol, 27 μl) were added and stirring was carried out at 50° C. for 1.5 h. After cooling the reaction mixture to room temperature, hydrolysis was carried out at room temperature with 1 N HCl (25 ... Starting materials: ClCCl, COc1ccc2nc(N)sc2c1, CCN(C(C)C)C(C)C, CS(=O)(=O)c1ccc(C(=NOC2CCCC2)C(=O)O)cc1Cl. Product: COc1ccc2nc(NC(=O)C(=NOC3CCCC3)c3ccc(S(C)(=O)=O)c(Cl)c3)sc2c1. Reaction SMILES: [CH2:44]([Cl:45])[Cl:46].[CH3:23][O:24][c:25]1[cH:26][c:27]2[c:28]([n:29][c:30]([NH2:32])[s:31]2)[cH:33][cH:34]1.[CH:35]([N:36]([CH2:37][CH3:38])[CH:39]([CH3:40])[CH3:41])([CH3:42])[CH3:43].[Cl:1][c:2]1[cH:3][c:4]([C:12]([C:13](=[O:14])[OH:15])=[N:16][O:17][CH:18]2[CH2:19][CH2:20][CH2:21][CH2:22]2)[cH:5][cH:6][c:7]1[S:8](=[O:9])(=[O:10])[CH3:11]>>[Cl:1][c:2]1[cH:3][c:4]([C:12]([C:13](=[O:15])[NH:32][c:30]2[n:29][c:28]3[c:27]([cH:26][c:25]([O:24][CH3:23])[cH:34][cH:33]3)[s:31]2)=[N:16][O:17][CH:18]2[CH2:19][CH2:20][CH2:21][CH2:22]2)[cH:5][cH:6][c:7]1[S:8](=[O:9])(=[O:10])[CH3:11]. Starting materials: C1CCOC1, CCOC(C)=O, O=CC1CC1, [Cl-], Ic1n[nH]c2ncccc12, [NH4+]. The product is OC(c1n[nH]c2ncccc12)C1CC1. RXN SMILES: [CH2:16]1[O:17][CH2:18][CH2:19][CH2:20]1.[CH3:21][CH2:22][O:23][C:24]([CH3:25])=[O:26].[CH:11]1([CH:14]=[O:15])[CH2:12][CH2:13]1.[Cl-:27].[I:1][c:2]1[n:3][nH:4][c:5]2[n:6][cH:7][cH:8][cH:9][c:10]12.[NH4+:28]>>[c:2]1([CH:14]([CH:11]2[CH2:12][CH2:13]2)[OH:15])[n:3][nH:4][c:5]2[n:6][cH:7][cH:8][cH:9][c:10]12. Starting materials: ClC=1C(=NC=CN1)N1CCN(CC1)C (1-(3-Chloro-2-pyrazinyl)-4-methylpiperazine), OCC1COC2=C(O1)C=CC=C2 (2-hydroxymethyl-2,3-dihydro-1,4-benzodioxine), Cl (HCl). Yields the product Cl.Cl.CN1CCN(CC1)C=1C(=NC=CN1)OCC1COC2=C(O1)C=CC=C2 (2,3-Dihydro-1,4-benzodioxin-2-ylmethyl 3-(4-methyl-1-piperazinyl)-2-pyrazinyl ether, Dihydrochloride). The yield is 87.0%. Reaction SMILES: [Cl:1][C:2]1[C:3]([N:8]2[CH2:13][CH2:12][N:11]([CH3:14])[CH2:10][CH2:9]2)=[N:4][CH:5]=[CH:6][N:7]=1.[OH:15][CH2:16][CH:17]1[O:22][C:21]2[CH:23]=[CH:24][CH:25]=[CH:26][C:20]=2[O:19][CH2:18]1.[ClH:27]>>[ClH:1].[ClH:27].[CH3:14][N:11]1[CH2:12][CH2:13][N:8]([C:3]2[C:2]([O:15][CH2:16][CH:17]3[O:22][C:21]4[CH:23]=[CH:24][CH:25]=[CH:26][C:20]=4[O:19][CH2:18]3)=[N:7][CH:6]=[CH:5][N:4]=2)[CH2:9][CH2:10]1 |f:3.4.5|. Procedure: The title compound was prepared according to the procedure described in Example 90, Step 2, starting from 1-(3-chloro-2-pyrazinyl)-4-methylpiperazine (described in Example 169, Step 1) and 2-hydroxymethyl-2,3-dihydro-1,4-benzodioxine. Yield 87%; mp 160-167° C. Anal. (C18H22N4O3.2 HCl) H, N; C: calcd, 52.06; found, 52.6. The reactants are CCO, CCN(CC)S(=O)(=O)c1cc(C=O)c2c(c1)S(=O)(=O)NC(C1CCCCC1)=N2, Cl. Product: CCN(CC)S(=O)(=O)c1cc(C)c2c(c1)S(=O)(=O)NC(C1CCCCC1)=N2. RXN SMILES: [CH3:30][CH2:31][OH:32].[CH:1]1([C:7]2=[N:12][c:11]3[c:10]([cH:16][c:15]([S:17]([N:18]([CH2:19][CH3:20])[CH2:21][CH3:22])(=[O:23])=[O:24])[cH:14][c:13]3[CH:25]=[O:26])[S:9](=[O:27])(=[O:28])[NH:8]2)[CH2:2][CH2:3][CH2:4][CH2:5][CH2:6]1.[ClH:29]>>[CH:1]1([C:7]2=[N:12][c:11]3[c:10]([cH:16][c:15]([S:17]([N:18]([CH2:19][CH3:20])[CH2:21][CH3:22])(=[O:23])=[O:24])[cH:14][c:13]3[CH3:25])[S:9](=[O:27])(=[O:28])[NH:8]2)[CH2:2][CH2:3][CH2:4][CH2:5][CH2:6]1.